Dataset: the Open Reaction Database (ORD), a public repository of structured organic reaction records. Task: describe an organic reaction: reactants, conditions, products, and yield Reactants: O (water), C1(=CC=CC=C1)C1NC(CC(C1)=O)C1=CC=CC=C1 (2,6-diphenyl-4-piperidone), O.C1(=CC=C(C=C1)S(=O)(=O)O)C (p-toluenesulfonic acid monohydrate), C(C(CCCCCCCCCCCCCC)O)O (1,2-hexadecanediol). The solvent is C1(=CC=CC=C1)C (toluene). Product: C1C(CCCCCCCCCCCCCC)OC2(CC(NC(C2)C2=CC=CC=C2)C2=CC=CC=C2)O1 (2,6-Diphenyl-4-piperidone 1,2-Hexadecylene Ketal). Yield: 38.6%. Reaction SMILES: [C:1]1([CH:7]2[CH2:12][C:11](=[O:13])[CH2:10][CH:9]([C:14]3[CH:19]=[CH:18][CH:17]=[CH:16][CH:15]=3)[NH:8]2)[CH:6]=[CH:5][CH:4]=[CH:3][CH:2]=1.O.C1(C)C=CC(S(O)(=O)=O)=CC=1.[CH2:32]([OH:49])[CH:33](O)[CH2:34][CH2:35][CH2:36][CH2:37][CH2:38][CH2:39][CH2:40][CH2:41][CH2:42][CH2:43][CH2:44][CH2:45][CH2:46][CH3:47].O>C1(C)C=CC=CC=1>[CH2:32]1[O:49][C:11]2([CH2:12][CH:7]([C:1]3[CH:2]=[CH:3][CH:4]=[CH:5][CH:6]=3)[NH:8][CH:9]([C:14]3[CH:15]=[CH:16][CH:17]=[CH:18][CH:19]=3)[CH2:10]2)[O:13][CH:33]1[CH2:34][CH2:35][CH2:36][CH2:37][CH2:38][CH2:39][CH2:40][CH2:41][CH2:42][CH2:43][CH2:44][CH2:45][CH2:46][CH3:47] |f:1.2|. Procedure: A solution of 14.6 g (58.0 mmol) of 2,6-diphenyl-4-piperidone and 12.2 g (64 mmol) of p-toluenesulfonic acid monohydrate in 500 mL of toluene is refluxed and the azeotroping water is collected in a Dean Stark trap. When 1 mL of water is collected, 15.0 g (58.0 mmol) of 1,2-hexadecanediol (Aldrich) is added and the reaction is refluxed until another 1 mL of water is collected. The reaction mixture is cooled to room temperature and made basic with 50% aqueous sodium hydroxide solution. The organic... The reactants are O=C([O-])[O-], CN(C)C=O, O=Cc1ccn(CCl)n1, Cl, N#CC(C#N)CCC(F)(F)F, [K+], [K+], O. Product: N#CC(C#N)(CCC(F)(F)F)Cn1ccc(C=O)n1. As a reaction SMILES: [C:22](=[O:23])([O-:24])[O-:25].[CH3:29][N:30]([CH3:31])[CH:32]=[O:33].[Cl:2][CH2:3][n:4]1[n:5][c:6]([CH:9]=[O:10])[cH:7][cH:8]1.[ClH:1].[F:11][C:12]([CH2:13][CH2:14][CH:15]([C:16]#[N:17])[C:18]#[N:19])([F:20])[F:21].[K+:26].[K+:27].[OH2:28]>>[CH2:3]([n:4]1[n:5][c:6]([CH:9]=[O:10])[cH:7][cH:8]1)[C:15]([CH2:14][CH2:13][C:12]([F:11])([F:20])[F:21])([C:16]#[N:17])[C:18]#[N:19]. Reactants: [C-]#[C-].[Li+].[Li+].C(CN)N (lithium acetylide ethylene diamine), CC(CC=CCCCCC)=O (4-decen-2-one), C1=CC=CC=C1 (benzene), O1CCCC1 (tetrahydrofuran), C1=CC=CC=C1 (benzene). Solvent: O (water). Reaction conditions: time 2.5 hour. The product is OC(C#C)(CC=CCCCCC)C (3-hydroxy-3-methylundec-5-en-1-yne). As a reaction SMILES: [C-]#[C-].[Li+].[Li+].[CH2:5](N)[CH2:6]N.[O:9]1CCCC1.[CH:14]1[CH:19]=CC=CC=1.[CH3:20][C:21](=O)[CH2:22][CH:23]=[CH:24][CH2:25][CH2:26][CH2:27]CC>O>[OH:9][C:5]([CH3:6])([CH2:20][CH:21]=[CH:22][CH2:23][CH2:24][CH2:25][CH2:26][CH3:27])[C:19]#[CH:14] |f:0.1.2.3|. Procedure details: A mixture of 45.5 g. of lithium acetylide-ethylene diamine, 200 ml. of dry tetrahydrofuran, and 200 ml. benzene at 35°C. is stirred under nitrogen while 50 g. of 4-decen-2-one in 50 ml. of benzene is added slowly. The mixture is then stirred for about 2.5 hrs., and 130 ml. of water is added slowly. The mixture is heated under reflux for one hour, cooled, and extracted with ether. The ether extract is washed with water, 1N hydrochloric acid, saturated aqueous sodium bicarbonate, and saturated aqu... The reactants are ClN1SC(=CN1)C=1N(C(=CN1)[N+](=O)[O-])C (2-(2-chloro-5-thiadiazolyl)-1-methyl-5-nitroimidazole), CN(CCCN1CCNCC1)C (1-(3-dimethylaminopropyl)piperazine). Run in O1CCOCC1 (dioxane). Product: CN(CCCN1CCN(CC1)N1SC(=CN1)C=1N(C(=CN1)[N+](=O)[O-])C)C (2-{2-[4-(3-Dimethylaminopropyl)-1-piperazinyl]-5thiadiazolyl}-1-methyl-5-nitroimidazole). Reaction SMILES: Cl[N:2]1[NH:6][CH:5]=[C:4]([C:7]2[N:8]([CH3:15])[C:9]([N+:12]([O-:14])=[O:13])=[CH:10][N:11]=2)[S:3]1.[CH3:16][N:17]([CH3:27])[CH2:18][CH2:19][CH2:20][N:21]1[CH2:26][CH2:25][NH:24][CH2:23][CH2:22]1>O1CCOCC1>[CH3:27][N:17]([CH3:16])[CH2:18][CH2:19][CH2:20][N:21]1[CH2:22][CH2:23][N:24]([N:2]2[NH:6][CH:5]=[C:4]([C:7]3[N:8]([CH3:15])[C:9]([N+:12]([O-:14])=[O:13])=[CH:10][N:11]=3)[S:3]2)[CH2:25][CH2:26]1. Reported procedure: A solution of 2-(2-chloro-5-thiadiazolyl)-1-methyl-5-nitroimidazole in 200 ml. of dioxane is treated with 5.1 g. of 1-(3-dimethylaminopropyl)piperazine, and the mixture stirred at room temperature for 18 hours. The precipitate is collected, dissolved in 100 ml. of water, made alkaline with sodium hydroxide solution, and then extracted with 500 ml. of chloroform. The chloroform extract is dried and the solvent removed under reduced pressure. The yellow residue is recrystallized from 100 ml. of et... The reactants are CC(C)(C)OC(=O)N1CCC(N(CC(N)=O)Cc2ccc(Cl)cc2)C1, ClCCl, O=C(O)C(F)(F)F. Product: NC(=O)CN(Cc1ccc(Cl)cc1)C1CCNC1. As a reaction SMILES: [C:1]([O:2][C:3](=[O:4])[N:8]1[CH2:9][CH:10]([N:13]([CH2:14][c:15]2[cH:16][cH:17][c:18]([Cl:21])[cH:19][cH:20]2)[CH2:22][C:23]([NH2:24])=[O:25])[CH2:11][CH2:12]1)([CH3:5])([CH3:6])[CH3:7].[Cl:33][CH2:34][Cl:35].[OH:26][C:27]([C:28]([F:29])([F:30])[F:31])=[O:32]>>[NH:8]1[CH2:9][CH:10]([N:13]([CH2:14][c:15]2[cH:16][cH:17][c:18]([Cl:21])[cH:19][cH:20]2)[CH2:22][C:23]([NH2:24])=[O:25])[CH2:11][CH2:12]1.